Dataset: the Open Reaction Database (ORD), a public repository of structured organic reaction records. Task: describe an organic reaction: reactants, conditions, products, and yield The reactants are Cc1ccc2oc(C(=O)OC(C)(C)C)c(C)c2c1O, CI, [K+], [K+], O=C([O-])[O-], CN(C)C=O. Yields the product COc1c(C)ccc2oc(C(=O)OC(C)(C)C)c(C)c12. RXN SMILES: [C:1]([CH3:2])([CH3:3])([CH3:4])[O:5][C:6](=[O:7])[c:8]1[o:9][c:10]2[c:11]([c:12]1[CH3:13])[c:14]([OH:19])[c:15]([CH3:18])[cH:16][cH:17]2.[I:20][CH3:21].[K+:22].[K+:23].[O-:24][C:25]([O-:26])=[O:27].[O:28]=[CH:29][N:30]([CH3:31])[CH3:32]>>[C:1]([CH3:2])([CH3:3])([CH3:4])[O:5][C:6](=[O:7])[c:8]1[o:9][c:10]2[c:11]([c:12]1[CH3:13])[c:14]([O:19][CH3:25])[c:15]([CH3:18])[cH:16][cH:17]2. Starting materials: O (water), [H-].[Na+] (sodium hydride), C(C=C)Br (allyl bromide), COC(C1=C(C=C(C(=C1)Cl)N)O)=O (4-amino-5-chloro-2-hydroxybenzoic acid methyl ester). Run in CN(C=O)C (dimethylformamide). Run at time 30 minute. The product is NC1=CC(=C(C(=O)O)C=C1Cl)OCC=C (4-Amino-5-chloro-2-(2-propenyloxy)benzoic acid). Yield: 62.2%. As a reaction SMILES: [H-].[Na+].C[O:4][C:5](=[O:15])[C:6]1[CH:11]=[C:10]([Cl:12])[C:9]([NH2:13])=[CH:8][C:7]=1[OH:14].[CH2:16](Br)[CH:17]=[CH2:18].O>CN(C)C=O>[NH2:13][C:9]1[C:10]([Cl:12])=[CH:11][C:6]([C:5]([OH:4])=[O:15])=[C:7]([O:14][CH2:18][CH:17]=[CH2:16])[CH:8]=1 |f:0.1|. Procedure details: A suspension of 60% sodium hydride/oil dispersion (1.52 g, 38 mmol) in anhydrous dimethylformamide (50 mL) under nitrogen was treated in portions with 4-amino-5-chloro-2-hydroxybenzoic acid methyl ester (6.05 g, 30 mmol), stirred at room temperature for 30 minutes, and treated with allyl bromide (4.60 g, 38 mmol). The mixture was stirred at 95°±5° C. for one hour, cooled to room temperature, and added to water (250 mL). The solid was removed by filtration and saved, and the filtrate was extracte...